Dataset: the Open Reaction Database (ORD), a public repository of structured organic reaction records. Task: describe an organic reaction: reactants, conditions, products, and yield Starting materials: O=S(=O)(c1ccccc1)n1ncc2c(-c3nnc(CCl)o3)cc(Br)cc21, CC#N, CCN(C(C)C)C(C)C, ClCCl, [I-], C1CC2CNCCN2C1, [Na+]. Yields the product O=S(=O)(c1ccccc1)n1ncc2c(-c3nnc(CN4CCN5CCCC5C4)o3)cc(Br)cc21. As a reaction SMILES: [Br:1][c:2]1[cH:3][c:4](-[c:20]2[o:21][c:22]([CH2:25][Cl:26])[n:23][n:24]2)[c:5]2[cH:6][n:7][n:8]([S:11](=[O:12])(=[O:13])[c:14]3[cH:15][cH:16][cH:17][cH:18][cH:19]3)[c:9]2[cH:10]1.[CH3:47][C:48]#[N:49].[CH:38]([N:39]([CH2:40][CH3:41])[CH:42]([CH3:43])[CH3:44])([CH3:45])[CH3:46].[Cl:50][CH2:51][Cl:52].[I-:28].[N:29]12[CH2:30][CH2:31][NH:32][CH2:33][CH:34]1[CH2:35][CH2:36][CH2:37]2.[Na+:27]>>[Br:1][c:2]1[cH:3][c:4](-[c:20]2[o:21][c:22]([CH2:25][N:32]3[CH2:31][CH2:30][N:29]4[CH:34]([CH2:33]3)[CH2:35][CH2:36][CH2:37]4)[n:23][n:24]2)[c:5]2[cH:6][n:7][n:8]([S:11](=[O:12])(=[O:13])[c:14]3[cH:15][cH:16][cH:17][cH:18][cH:19]3)[c:9]2[cH:10]1. The reactants are C(C)(C)N(C(C)C)CC (N,N-diisopropylethylamine), N1CCC(CC1)CO (4-Piperidine methanol), BrCCNS(=O)(=O)C (N-(2-bromoethyl)methanesulphonamide). Solvent: C(C)#N (acetonitrile), C(C)#N (acetonitrile). The product is OCC1CCN(CC1)CCNS(=O)(=O)C (N-[2-[4-(Hydroxymethyl)-1-piperidinyl]ethyl]methanesulphonamide). Isolated yield 54.8%. Reaction SMILES: [NH:1]1[CH2:6][CH2:5][CH:4]([CH2:7][OH:8])[CH2:3][CH2:2]1.C(N(CC)C(C)C)(C)C.Br[CH2:19][CH2:20][NH:21][S:22]([CH3:25])(=[O:24])=[O:23]>C(#N)C>[OH:8][CH2:7][CH:4]1[CH2:5][CH2:6][N:1]([CH2:19][CH2:20][NH:21][S:22]([CH3:25])(=[O:24])=[O:23])[CH2:2][CH2:3]1. Procedure: 4-Piperidine methanol (1.60 g) was dissolved in dry acetonitrile (40 ml), N,N-diisopropylethylamine (5 ml) was added, followed by N-(2-bromoethyl)methanesulphonamide (2.95 g) in acetonitrile (10 ml), and the resulting mixture heated at reflux for 2 h. The solvent was removed in vacuo to leave a gum. This was purified by FCC eluting with System A (75:8:1) to give the title compound (1.80 g) as a solid, m.p. 81°-82°. Reaction SMILES: [C:1]([CH3:2])([CH3:3])([CH3:4])[c:5]1[cH:6][cH:7][c:8]([NH:9][c:10]2[n:11][n:12][c:13]([CH2:20][c:21]3[cH:22][n:23][c:24]([O:30][CH3:31])[c:25]([NH:27][CH2:28][CH3:29])[cH:26]3)[c:14]3[cH:15][cH:16][cH:17][cH:18][c:19]23)[cH:32][cH:33]1.[Cl:34][CH:35]([Cl:36])[Cl:37]>>[C:1]([CH3:2])([CH3:3])([CH3:4])[c:5]1[cH:6][cH:7][c:8]([NH:9][c:10]2[n:11][n:12][c:13]([CH2:20][c:21]3[cH:22][n:23][c:24]([OH:30])[c:25]([NH:27][CH2:28][CH3:29])[cH:26]3)[c:14]3[cH:15][cH:16][cH:17][cH:18][c:19]23)[cH:32][cH:33]1. Yields the product CCNc1cc(Cc2nnc(Nc3ccc(C(C)(C)C)cc3)c3ccccc23)cnc1O. The reactants are CCNc1cc(Cc2nnc(Nc3ccc(C(C)(C)C)cc3)c3ccccc23)cnc1OC, ClC(Cl)Cl. Starting materials: CC(C)(C)OC(=O)N1CCC(Oc2cnc3c(c2)cc2n3CCNC2=O)CC1, ClCCl, O=C(O)C(F)(F)F. The product is O=C1NCCn2c1cc1cc(OC3CCNCC3)cnc12. RXN SMILES: [C:1]([O:2][C:3](=[O:4])[N:8]1[CH2:9][CH2:10][CH:11]([O:14][c:15]2[cH:16][n:17][c:18]3[n:19]4[c:24]([cH:25][c:26]3[cH:27]2)[C:23](=[O:28])[NH:22][CH2:21][CH2:20]4)[CH2:12][CH2:13]1)([CH3:5])([CH3:6])[CH3:7].[Cl:36][CH2:37][Cl:38].[OH:29][C:30]([C:31]([F:32])([F:33])[F:34])=[O:35]>>[NH:8]1[CH2:9][CH2:10][CH:11]([O:14][c:15]2[cH:16][n:17][c:18]3[n:19]4[c:24]([cH:25][c:26]3[cH:27]2)[C:23](=[O:28])[NH:22][CH2:21][CH2:20]4)[CH2:12][CH2:13]1.